From a dataset of the Open Reaction Database (ORD), a public repository of structured organic reaction records. describe an organic reaction: reactants, conditions, products, and yield The reactants are Brc1ccccn1, CCOC1CNCC1Nc1nc(CC)c(-c2ccc(OC)cc2C)nc1CC. The product is CCOC1CN(c2ccccn2)CC1Nc1nc(CC)c(-c2ccc(OC)cc2C)nc1CC. Reaction SMILES: [Br:1][c:2]1[cH:3][cH:4][cH:5][cH:6][n:7]1.[CH2:8]([CH3:9])[O:10][CH:11]1[CH:12]([NH:16][c:17]2[n:18][c:19]([CH2:34][CH3:35])[c:20](-[c:25]3[c:26]([CH3:33])[cH:27][c:28]([O:31][CH3:32])[cH:29][cH:30]3)[n:21][c:22]2[CH2:23][CH3:24])[CH2:13][NH:14][CH2:15]1>>[c:2]1([N:14]2[CH2:13][CH:12]([NH:16][c:17]3[n:18][c:19]([CH2:34][CH3:35])[c:20](-[c:25]4[c:26]([CH3:33])[cH:27][c:28]([O:31][CH3:32])[cH:29][cH:30]4)[n:21][c:22]3[CH2:23][CH3:24])[CH:11]([O:10][CH2:8][CH3:9])[CH2:15]2)[cH:3][cH:4][cH:5][cH:6][n:7]1.